From a dataset of the Open Reaction Database (ORD), a public repository of structured organic reaction records. describe an organic reaction: reactants, conditions, products, and yield Reactants: Cl (hydrochloric acid), [OH-].[K+] (potassium hydroxide), C(C)(=O)OC1=CC2=C(OC(O2)(C)C)C=C1 (2,2-dimethylbenzo[3,4-d]1,3-dioxolan-5-yl acetate). Run in O (water), CO (methanol), O (water). Reaction conditions: time 2 hour. Yields the product CC1(OC2=C(O1)C=CC(=C2)O)C (2,2-dimethylbenzo[d]1,3-dioxolan-5-ol). Yield: 72.2%. Reaction SMILES: C([O:4][C:5]1[CH:15]=[CH:14][C:8]2[O:9][C:10]([CH3:13])([CH3:12])[O:11][C:7]=2[CH:6]=1)(=O)C.[OH-].[K+].Cl>CO.O>[CH3:12][C:10]1([CH3:13])[O:9][C:8]2[CH:14]=[CH:15][C:5]([OH:4])=[CH:6][C:7]=2[O:11]1 |f:1.2|. Procedure: A solution of 0.6 gram (0.003 mole) of 2,2-dimethylbenzo[3,4-d]1,3-dioxolan-5-yl acetate in 5 mL of methanol was stirred and a solution of 1.1 grams (0.02 mole) of potassium hydroxide in 5 mL of water was added in one portion. Upon completion of addition the reaction mixture was stirred at ambient temperature during a two hour period. After this time the reaction mixture was diluted with 50 mL of water and acidified with concentrated hydrochloric acid. The mixture was then extracted with two 100... Reactants: NC=1C=C(C=CC1)CS(=O)(=O)CCO (2-(3-amino-phenylmethanesulfonyl)-ethanol), ClC1=NC=CC(=N1)C1=C(C=CC=C1)OC (2-chloro-4-(2-methoxy-phenyl)-pyrimidine). The solvent is CN(C)C=O (DMF). The product is COC1=C(C=CC=C1)C1=NC(=NC=C1)NC=1C=C(C=CC1)CS(=O)(=O)CCO (2-{3-[4-(2-methoxy-phenyl)-pyrimidin-2-ylamino]-phenylmethanesulfonyl}-ethanol). The yield is 75.1%. Reaction SMILES: [NH2:1][C:2]1[CH:3]=[C:4]([CH2:8][S:9]([CH2:12][CH2:13][OH:14])(=[O:11])=[O:10])[CH:5]=[CH:6][CH:7]=1.Cl[C:16]1[N:21]=[C:20]([C:22]2[CH:27]=[CH:26][CH:25]=[CH:24][C:23]=2[O:28][CH3:29])[CH:19]=[CH:18][N:17]=1>CN(C=O)C>[CH3:29][O:28][C:23]1[CH:24]=[CH:25][CH:26]=[CH:27][C:22]=1[C:20]1[CH:19]=[CH:18][N:17]=[C:16]([NH:1][C:2]2[CH:3]=[C:4]([CH2:8][S:9]([CH2:12][CH2:13][OH:14])(=[O:11])=[O:10])[CH:5]=[CH:6][CH:7]=2)[N:21]=1. Reported procedure: A solution of 2-(3-amino-phenylmethanesulfonyl)-ethanol (0.215 g, 1 mmol) and 2-chloro-4-(2-methoxy-phenyl)-pyrimidine (0.22 g, 1 mmol) in DMF (3 mL) was stirred for 2 hours at 80° C. (TLC control). The solvent was removed under reduced pressure to afford an oily residue which was crystallized from isopropanol yielding 2-{3-[4-(2-methoxy-phenyl)-pyrimidin-2-ylamino]-phenylmethanesulfonyl}-ethanol (0.3 g, 75%).